Dataset: the Open Reaction Database (ORD), a public repository of structured organic reaction records. Task: describe an organic reaction: reactants, conditions, products, and yield Starting materials: C(C)OC(=O)C1=NOC2C1(CNCC2)N2CCCC2 (pyrrolidin-1-yl-3a,4,5,6,7,7a-hexahydro-isoxazolo[4,5-c]pyridine-3-carboxylic acid ethyl ester), FC(C(=O)O)(F)F (trifluoroacetic acid), C(C)#N (acetonitrile), ClCCl (dichloromethane). Solvent: CS(=O)C (dimethyl sulfoxide), C(Cl)(Cl)Cl (chloroform), CN(C=O)C (dimethylformamide), CC(=O)N(C)C (dimethylacetamide). Product: C(C)OC(=O)C1=NOC2=C1CN(CC2)C(C)=O (5-acetyl-4,5,6,7-tetrahydro-isoxazolo[4,5-c]pyridine-3-carboxylic acid ethyl ester). Reaction SMILES: [CH2:1]([O:3][C:4]([C:6]1[C:10]2(N3CCCC3)[CH2:11][NH:12][CH2:13][CH2:14][CH:9]2[O:8][N:7]=1)=[O:5])[CH3:2].C(#N)C.ClCCl.F[C:27](F)(F)[C:28](O)=[O:29]>CS(C)=O.CC(N(C)C)=O.CN(C)C=O.C(Cl)(Cl)Cl>[CH2:1]([O:3][C:4]([C:6]1[C:10]2[CH2:11][N:12]([C:28](=[O:29])[CH3:27])[CH2:13][CH2:14][C:9]=2[O:8][N:7]=1)=[O:5])[CH3:2]. Reported procedure: In stage 3, 5-acetyl-7° a.-pyrrolidin-1-yl-3a,4,5,6,7,7a-hexahydro-isoxazolo[4,5-c]pyridine-3-carboxylic acid ethyl ester (B) is reacted in a reaction medium, preferably selected from the group consisting of acetonitrile, dichloromethane, chloroform, dimethylformamide, dimethylacetamide, dimethyl sulfoxide and corresponding mixtures, in the presence of an organic acid, preferably in the presence of trifluoroacetic acid, with refluxing to yield the compound 5-acetyl-4,5,6,7-tetrahydro-isoxazolo[4...